From a dataset of the Open Reaction Database (ORD), a public repository of structured organic reaction records. describe an organic reaction: reactants, conditions, products, and yield Solvent: ClCCl (dichloromethane). RXN SMILES: FC(F)(F)C(O)=[O:4].C1(C2[NH:15][C:16]([C:25]3[CH:30]=[CH:29][N:28]=[C:27]([NH:31][C:32](=[O:38])[O:33][C:34]([CH3:37])([CH3:36])[CH3:35])[CH:26]=3)=[C:17]([C:19]3[CH:24]=[CH:23][N:22]=[CH:21][CH:20]=3)N=2)C=CC=CC=1>ClCCl>[NH4+:15].[OH-:4].[O:4]=[C:17]([C:19]1[CH:24]=[CH:23][N:22]=[CH:21][CH:20]=1)[CH2:16][C:25]1[CH:30]=[CH:29][N:28]=[C:27]([NH:31][C:32](=[O:38])[O:33][C:34]([CH3:37])([CH3:36])[CH3:35])[CH:26]=1 |f:3.4|. Yield: 50.0%. Procedure details: Trifluoroacetic acid (8 mL) was added to tert-butyl 4-[2-phenyl-4-(4-pyridinyl)-1H-imidazol-5-yl]-2-pyridinylcarbamate in dichloromethane (10 mL) and after 42 h, the volatiles were removed under reduced pressure. The residue was diluted with ethyl acetate and was washed with st. K2CO3, dried over Na2SO4, filtered and concentrated in vacuo to give a yellow solid which was purified by silica gel chromatography, eluting with 95 CH2Cl2:5 CH3OH:0.5 NH4OH to afford the 258 mg (50%) of the titled compo... The product is [NH4+].[OH-] (NH4OH), O=C(CC1=CC(=NC=C1)NC(OC(C)(C)C)=O)C1=CC=NC=C1 (tert-Butyl 4-[2-oxo-2-(4-pyridinyl)ethyl]-2-pyridinylcarbamate). Starting materials: FC(C(=O)O)(F)F (Trifluoroacetic acid), C1(=CC=CC=C1)C=1NC(=C(N1)C1=CC=NC=C1)C1=CC(=NC=C1)NC(OC(C)(C)C)=O (tert-butyl 4-[2-phenyl-4-(4-pyridinyl)-1H-imidazol-5-yl]-2-pyridinylcarbamate). Reactants: BrCCCCl (1-bromo-3-chloropropane), FC(OC(C(OC(C(OC(CO)(F)F)(F)F)(F)F)(F)F)(F)F)(F)F (2-(2-(2-(trifluoromethoxy)tetrafluoroethoxy)tetrafluoroethoxy)-2,2-difluoroethanol), C(CCCCCCC)C=1C=NC(=NC1)C1=CC=C(C=C1)O (5-octyl-2-(4-hydroxyphenyl)pyrimidine), FC(OC(C(OC(C(OC(COCCCCl)(F)F)(F)F)(F)F)(F)F)(F)F)(F)F (3-(2-(2-(2-(trifluoromethoxy)tetrafluoroethoxy)tetrafluoroethoxy)-2,2-difluoroethoxy)1-chloropropane). The product is C(CCCCCCC)C=1C=NC(=NC1)C1=CC=C(C=C1)OCCCOCC(F)(F)OC(C(OC(C(OC(F)(F)F)(F)F)(F)F)(F)F)(F)F (5-Octyl-2-[4-(3-(2-(2-(2-(trifluoromethoxy)tetrafluoroethoxy)tetrafluoroethoxy)-2,2-difluoroethoxy)propoxy)phenyl]pyrimidine). Reaction SMILES: [F:1][C:2]([F:28])([F:27])[O:3][C:4]([F:26])([F:25])[C:5]([F:24])([F:23])[O:6][C:7]([F:22])([F:21])[C:8]([F:20])([F:19])[O:9][C:10]([F:18])([F:17])[CH2:11][O:12][CH2:13][CH2:14][CH2:15]Cl.BrCCCCl.FC(F)(F)OC(F)(F)C(F)(F)OC(F)(F)C(F)(F)OC(F)(F)CO.[CH2:58]([C:66]1[CH:67]=[N:68][C:69]([C:72]2[CH:77]=[CH:76][C:75]([OH:78])=[CH:74][CH:73]=2)=[N:70][CH:71]=1)[CH2:59][CH2:60][CH2:61][CH2:62][CH2:63][CH2:64][CH3:65]>>[CH2:58]([C:66]1[CH:71]=[N:70][C:69]([C:72]2[CH:77]=[CH:76][C:75]([O:78][CH2:15][CH2:14][CH2:13][O:12][CH2:11][C:10]([O:9][C:8]([F:19])([F:20])[C:7]([F:21])([F:22])[O:6][C:5]([F:23])([F:24])[C:4]([F:25])([F:26])[O:3][C:2]([F:28])([F:27])[F:1])([F:18])[F:17])=[CH:74][CH:73]=2)=[N:68][CH:67]=1)[CH2:59][CH2:60][CH2:61][CH2:62][CH2:63][CH2:64][CH3:65]. Procedure: The title compound was prepared essentially as in Example 1 by combining 3-(2-(2-(2-(trifluoromethoxy)tetrafluoroethoxy)tetrafluoroethoxy)-2,2-difluoroethoxy)1-chloropropane (18.3 g, 38.5 mmol; prepared from 1-bromo-3-chloropropane (107 g, 0.7 mol) and 2-(2-(2-(trifluoromethoxy)tetrafluoroethoxy)tetrafluoroethoxy)-2,2-difluoroethanol (125 g, 0.31 mol) essentially as in Example 2) with 5-octyl-2-(4-hydroxyphenyl)pyrimidine (10 g, 35 mmol). The crude product was further purified by Kugelrohr disti... Starting materials: C1(CCCC1)CN1C(=O)N(C=2N=CN(C2C1=O)CC(C)=O)CC1CCCC1 (1,3-Di-cyclopentylmethyl-7-(2-oxopropyl)-xanthine), [BH4-].[Na+] (sodium borohydride). Run in CO (methanol). Yields the product C1(CCCC1)CN1C(=O)N(C=2N=CN(C2C1=O)CC(C)O)CC1CCCC1 (1,3-Di-cyclopentylmethyl-7-(2-hydroxypropyl)-xanthine). RXN SMILES: [CH:1]1([CH2:6][N:7]2[C:16](=[O:17])[C:15]3[N:14]([CH2:18][C:19](=[O:21])[CH3:20])[CH:13]=[N:12][C:11]=3[N:10]([CH2:22][CH:23]3[CH2:27][CH2:26][CH2:25][CH2:24]3)[C:8]2=[O:9])[CH2:5][CH2:4][CH2:3][CH2:2]1.[BH4-].[Na+]>CO>[CH:1]1([CH2:6][N:7]2[C:16](=[O:17])[C:15]3[N:14]([CH2:18][CH:19]([OH:21])[CH3:20])[CH:13]=[N:12][C:11]=3[N:10]([CH2:22][CH:23]3[CH2:24][CH2:25][CH2:26][CH2:27]3)[C:8]2=[O:9])[CH2:5][CH2:4][CH2:3][CH2:2]1 |f:1.2|. Procedure: 1,3-Di-cyclopentylmethyl-7-(2-oxopropyl)-xanthine was dissolved in methanol and stirred for 2 hours at room temperature with 5 equivalents of sodium borohydride. Thereafter, the solvent was removed in vacuo and the residue partitioned between dichloromethane and water. The organic layer was then separated and dried over sodium sulphate. After removing the organic solvent the title compound was crystallised from absolute ethanol as a white crystalline solid, m.p. 139° C. Reactants: CCCCCOC(=O)c1cc(NS(=O)(=O)c2ccc(Cl)cc2Cl)ncc1Sc1ccc(S(=O)(=O)N2CCCCC2)cc1, C1CCOC1, Cl, [Li+], [OH-], O, O. Product: O=C(O)c1cc(NS(=O)(=O)c2ccc(Cl)cc2Cl)ncc1Sc1ccc(S(=O)(=O)N2CCCCC2)cc1. As a reaction SMILES: [CH2:1]([CH2:2][CH2:3][CH2:4][CH3:5])[O:6][C:7]([c:8]1[cH:9][c:10]([NH:30][S:31](=[O:32])(=[O:33])[c:34]2[c:35]([Cl:41])[cH:36][c:37]([Cl:40])[cH:38][cH:39]2)[n:11][cH:12][c:13]1[S:14][c:15]1[cH:16][cH:17][c:18]([S:21](=[O:22])(=[O:23])[N:24]2[CH2:25][CH2:26][CH2:27][CH2:28][CH2:29]2)[cH:19][cH:20]1)=[O:42].[CH2:47]1[O:48][CH2:49][CH2:50][CH2:51]1.[ClH:46].[Li+:45].[OH-:44].[OH2:43].[OH2:52]>>[O:6]=[C:7]([c:8]1[cH:9][c:10]([NH:30][S:31](=[O:32])(=[O:33])[c:34]2[c:35]([Cl:41])[cH:36][c:37]([Cl:40])[cH:38][cH:39]2)[n:11][cH:12][c:13]1[S:14][c:15]1[cH:16][cH:17][c:18]([S:21](=[O:22])(=[O:23])[N:24]2[CH2:25][CH2:26][CH2:27][CH2:28][CH2:29]2)[cH:19][cH:20]1)[OH:42]. Starting materials: N1C2=C(CCCCC1)C=CC=C2 (1,2,3,4,5,6-hexahydro-benzo[b]azocine), ClC1=NC=NC2=CC(=C(C=C12)OC)OC (4-chloro-6,7-dimethoxy-quinazoline). Solvent: CN1C(CCC1)=O (N-methyl-pyrrolidinone). The product is COC=1C=C2C(=NC=NC2=CC1OC)N1C2=C(CCCCC1)C=CC=C2 (1-(6,7-Dimethoxy-quinazolin-4-yl)-1,2,3,4,5,6-hexahydro-benzo[b]azocine). The yield is 67.0%. Reaction SMILES: [NH:1]1[CH2:8][CH2:7][CH2:6][CH2:5][CH2:4][C:3]2[CH:9]=[CH:10][CH:11]=[CH:12][C:2]1=2.Cl[C:14]1[C:23]2[C:18](=[CH:19][C:20]([O:26][CH3:27])=[C:21]([O:24][CH3:25])[CH:22]=2)[N:17]=[CH:16][N:15]=1>CN1CCCC1=O>[CH3:25][O:24][C:21]1[CH:22]=[C:23]2[C:18](=[CH:19][C:20]=1[O:26][CH3:27])[N:17]=[CH:16][N:15]=[C:14]2[N:1]1[CH2:8][CH2:7][CH2:6][CH2:5][CH2:4][C:3]2[CH:9]=[CH:10][CH:11]=[CH:12][C:2]1=2. Procedure: Utilizing a procedure analogous to that described in Example 47, this product was prepared in 67% yield from 1,2,3,4,5,6-hexahydro-benzo[b]azocine (1.1 eq.), and 4-chloro-6,7-dimethoxy-quinazoline (1.0 eq) in N-methyl-pyrrolidinone. (M.P. 204°-207° C.; GC-MS: 349 (M+); anal. RP18-HPLC RT: 5.25 min.).